This data is from the Open Reaction Database (ORD), a public repository of structured organic reaction records. The task is: describe an organic reaction: reactants, conditions, products, and yield Reactants: NC1=CC(=C(C=C1Cl)C(=O)N(CCCN(C(OC(C)(C)C)=O)C)C)OC (tert-Butyl (3-{[(4-amino-5-chloro-2-methoxyphenyl)carbonyl](methyl)amino}propyl)methylcarbamate), C1(=C(C=CC=C1)NC(OC1CCN(CC1)CCN(C(CCCCC=O)=O)C)=O)C1=CC=CC=C1 (1-{2-[Methyl(6-oxohexanoyl)amino]ethyl}piperidin-4-yl biphenyl-2-ylcarbamate). Product: C1(=C(C=CC=C1)NC(OC1CCN(CC1)CCN(C)C(CCCCCNC1=C(C=C(C(=C1)OC)C(N(C)CCCN(C)C(=O)OC(C)(C)C)=O)Cl)=O)=O)C1=CC=CC=C1 (1-(2-{[6-({4-[{3-[(tert-Butoxycarbonyl)(methyl)amino]propyl}(methyl)carbamoyl]-2-chloro-5-methoxyphenyl}amino)hexanoyl](methyl)amino}ethyl)piperidin-4-yl biphenyl-2-ylcarbamate). The yield is 43.9%. As a reaction SMILES: [NH2:1][C:2]1[C:7]([Cl:8])=[CH:6][C:5]([C:9]([N:11]([CH3:24])[CH2:12][CH2:13][CH2:14][N:15]([CH3:23])[C:16](=[O:22])[O:17][C:18]([CH3:21])([CH3:20])[CH3:19])=[O:10])=[C:4]([O:25][CH3:26])[CH:3]=1.[C:27]1([C:55]2[CH:60]=[CH:59][CH:58]=[CH:57][CH:56]=2)[CH:32]=[CH:31][CH:30]=[CH:29][C:28]=1[NH:33][C:34](=[O:54])[O:35][CH:36]1[CH2:41][CH2:40][N:39]([CH2:42][CH2:43][N:44]([CH3:53])[C:45](=[O:52])[CH2:46][CH2:47][CH2:48][CH2:49][CH:50]=O)[CH2:38][CH2:37]1>>[C:27]1([C:55]2[CH:56]=[CH:57][CH:58]=[CH:59][CH:60]=2)[CH:32]=[CH:31][CH:30]=[CH:29][C:28]=1[NH:33][C:34](=[O:54])[O:35][CH:36]1[CH2:41][CH2:40][N:39]([CH2:42][CH2:43][N:44]([C:45](=[O:52])[CH2:46][CH2:47][CH2:48][CH2:49][CH2:50][NH:1][C:2]2[CH:3]=[C:4]([O:25][CH3:26])[C:5]([C:9](=[O:10])[N:11]([CH2:12][CH2:13][CH2:14][N:15]([C:16]([O:17][C:18]([CH3:21])([CH3:19])[CH3:20])=[O:22])[CH3:23])[CH3:24])=[CH:6][C:7]=2[Cl:8])[CH3:53])[CH2:38][CH2:37]1. Procedure details: The compound (219 mg, 0.57 mmol) obtained in Example 96a and the compound (294 mg, 0.63 mmol) obtained in Example 4g were used to give the title compound (209 mg; yield, 17%) as a white solid according to the method described in Example 18b. Starting materials: CO, O=C(O)c1ccc(Sc2ccc(Cl)cc2)s1, ClCCl, NC1CN2CCC1CC2, O=P(Cl)(Oc1ccccc1)Oc1ccccc1. Yields the product O=C(NC1CN2CCC1CC2)c1ccc(Sc2ccc(Cl)cc2)s1. As a reaction SMILES: [CH3:43][OH:44].[Cl:1][c:2]1[cH:3][cH:4][c:5]([S:8][c:9]2[cH:10][cH:11][c:12]([C:14](=[O:15])[OH:16])[s:13]2)[cH:6][cH:7]1.[Cl:45][CH2:46][Cl:47].[NH2:34][CH:35]1[CH2:36][N:37]2[CH2:38][CH2:39][CH:40]1[CH2:41][CH2:42]2.[c:17]1([O:18][P:19]([Cl:20])([O:21][c:22]2[cH:23][cH:24][cH:25][cH:26][cH:27]2)=[O:28])[cH:29][cH:30][cH:31][cH:32][cH:33]1>>[Cl:1][c:2]1[cH:3][cH:4][c:5]([S:8][c:9]2[cH:10][cH:11][c:12]([C:14](=[O:16])[NH:34][CH:35]3[CH2:36][N:37]4[CH2:38][CH2:39][CH:40]3[CH2:41][CH2:42]4)[s:13]2)[cH:6][cH:7]1. The reactants are [BH4-].[Na+] (NaBH4), [OH-].[Na+] (NaOH), NC1=C(C(=O)OC)C=CC(=C1)C(=O)[O-] (1-methyl 2-aminoterephthalate), CN1CCOCC1 (NMM). Solvent: O (water), O (water), COCCOC (DME). Reaction conditions: temperature -15 celsius, time 15 minute. Product: COC(C1=C(C=C(C=C1)CO)N)=O (2-Amino-4-hydroxymethyl-benzoic acid methyl ester). Isolated yield 86.2%. Reaction SMILES: [NH2:1][C:2]1[CH:11]=[C:10]([C:12]([O-])=[O:13])[CH:9]=[CH:8][C:3]=1[C:4]([O:6][CH3:7])=[O:5].CN1CCOCC1.[BH4-].[Na+].[OH-].[Na+]>COCCOC.O>[CH3:7][O:6][C:4](=[O:5])[C:3]1[CH:8]=[CH:9][C:10]([CH2:12][OH:13])=[CH:11][C:2]=1[NH2:1] |f:2.3,4.5|. Procedure details: To a solution of 1-methyl 2-aminoterephthalate (10.0 g, 51.2 mmol) and NMM (5.75 mL, 1 equiv) in DME (90 mL) at −15° C. was added dropwise IBCl (6.7 mL, 1 equiv). The mixture was stirred at this temperature for 15 min. The salt was removed by filtration and the solution was cooled down to −15° C. A solution of NaBH4 (3.06 g, 1.5 equiv) in water (30 mL) was added carefully dropwise. At the end of the addition, water (100 mL) was added and the mixture was stirred at r.t. for 15 min. Aq NaOH (2N, 5...